From a dataset of the Open Reaction Database (ORD), a public repository of structured organic reaction records. describe an organic reaction: reactants, conditions, products, and yield Starting materials: P(Br)(Br)Br (phosphorus tribromide), FC1=C(C=CC=C1)CCCO (3-(2-fluorophenyl)-1-propanol), O (water). Product: BrCCCC1=C(C=CC=C1)F (1-(3-bromopropyl)-2-fluorobenzene). Solvent: C(C)OCC (diethyl ether). Procedure details: Compound 22-1 (8.68 g) was dissolved in diethyl ether (100 ml), phosphorus tribromide (6.35 ml) was added under ice-cooling, and the mixture was stirred under ice-cooling for 3 hr. To the reaction mixture was slowly added water was added, and the mixture was extracted with diethyl ether. The organic layer was washed with saturated brine and dried over anhydrous magnesium sulfate. The solvent was evaporated under reduced pressure to give the object product (5.00 g) as a yellow oil. Reaction SMILES: [F:1][C:2]1[CH:7]=[CH:6][CH:5]=[CH:4][C:3]=1[CH2:8][CH2:9][CH2:10]O.P(Br)(Br)[Br:13].O>C(OCC)C>[Br:13][CH2:10][CH2:9][CH2:8][C:3]1[CH:4]=[CH:5][CH:6]=[CH:7][C:2]=1[F:1].